Dataset: the Open Reaction Database (ORD), a public repository of structured organic reaction records. Task: describe an organic reaction: reactants, conditions, products, and yield Yields the product Cc1nnsc1COCc1ccccc1. As a reaction SMILES: [Br:15][CH2:16][c:17]1[cH:18][cH:19][cH:20][cH:21][cH:22]1.[C:9](=[O:10])([O-:11])[O-:12].[CH3:1][c:2]1[n:3][n:4][s:5][c:6]1[CH2:7][OH:8].[CH3:23][C:24](=[O:25])[CH3:26].[K+:13].[K+:14]>>[CH3:1][c:2]1[n:3][n:4][s:5][c:6]1[CH2:7][O:8][CH2:16][c:17]1[cH:18][cH:19][cH:20][cH:21][cH:22]1. The reactants are BrCc1ccccc1, O=C([O-])[O-], Cc1nnsc1CO, CC(C)=O, [K+], [K+]. Reactants: C([C@@H]1CO1)OC ((S)-methyl glycidyl ether), C(C1=CC=CC=C1)N (benzylamine), C([C@@H]1CO1)OC ((S)-methyl glycidyl ether). Solvent: CO (methanol). Conditions: temperature 55 celsius, time 2 hour. Yields the product C(C1=CC=CC=C1)N(C[C@@H](COC)O)C[C@@H](COC)O ((2S)-1-[N-benzyl-N-[(2S)-2-hydroxy-3-methoxypropyl]amino]-3-methoxypropan-2-ol). Yield: 92.3%. RXN SMILES: [CH2:1]([O:5][CH3:6])[C@H:2]1[O:4][CH2:3]1.[CH2:7]([NH2:14])[C:8]1[CH:13]=[CH:12][CH:11]=[CH:10][CH:9]=1>CO>[CH2:7]([N:14]([CH2:3][C@H:2]([OH:4])[CH2:1][O:5][CH3:6])[CH2:3][C@H:2]([OH:4])[CH2:1][O:5][CH3:6])[C:8]1[CH:13]=[CH:12][CH:11]=[CH:10][CH:9]=1. Procedure: A solution of (S)-methyl glycidyl ether (10 g) and benzylamine (3.62 g) in methanol (50 ml) was stirred at 55° C. for 2 hours. To the mixture was added (S)-methyl glycidyl ether (1 g), and the mixture was stirred at 55° C. for 2 hours, and then evaporated under reduced pressure. Toluene was added to the residue and evaporated under reduced pressure to give (2S)-1-[N-benzyl-N-[(2S)-2-hydroxy-3-methoxypropyl]amino]-3-methoxypropan-2-ol (8.84 g) as a pale yellow oil. The reactants are O=C([O-])O, COc1cc(C(=O)Cl)cc(OC)c1OC, ClCCl, CCCCc1cc(N)n2nccc2n1, [Na+], c1ccncc1. The product is CCCCc1cc(NC(=O)c2cc(OC)c(OC)c(OC)c2)n2nccc2n1. As a reaction SMILES: [C:36](=[O:37])([O-:38])[OH:39].[CH3:21][O:22][c:23]1[cH:24][c:25]([C:26](=[O:27])[Cl:28])[cH:29][c:30]([O:34][CH3:35])[c:31]1[O:32][CH3:33].[Cl:41][CH2:42][Cl:43].[NH2:1][c:2]1[cH:3][c:4]([CH2:11][CH2:12][CH2:13][CH3:14])[n:5][c:6]2[n:7]1[n:8][cH:9][cH:10]2.[Na+:40].[cH:15]1[cH:16][cH:17][n:18][cH:19][cH:20]1>>[NH:1]([c:2]1[cH:3][c:4]([CH2:11][CH2:12][CH2:13][CH3:14])[n:5][c:6]2[n:7]1[n:8][cH:9][cH:10]2)[C:26]([c:25]1[cH:24][c:23]([O:22][CH3:21])[c:31]([O:32][CH3:33])[c:30]([O:34][CH3:35])[cH:29]1)=[O:27]. Reactants: C(C)(C)(C)OC[C@H](C(=O)NC1=CC=C(C=C1)C1=C(C2=C(N(C=C(C2=O)C(C(C)C)=O)CC2=C(C=CC=C2F)F)S1)CN(C)CC1=CC=CC=C1)C ((R)-4,7-dihydro-2-[4-(3-t-butoxy-2-methylpropionylamino)phenyl]-7-(2,6-difluorobenzyl)-3-(N-benzyl-N-methylaminomethyl)-5-isobutyryl-4-oxothieno[2,3-b]pyridine), FC(C(=O)O)(F)F (trifluoroacetic acid). Conditions: time 1 hour. Product: OC[C@H](C(=O)NC1=CC=C(C=C1)C1=C(C2=C(N(C=C(C2=O)C(C(C)C)=O)CC2=C(C=CC=C2F)F)S1)CN(C)CC1=CC=CC=C1)C ((R)-4,7-dihydro-2-[4-(3-hydroxy-2-methylpropionylamino)phenyl]-7-(2,6-difluorobenzyl)-3-(N-benzyl-N-methylaminomethyl)-5-isobutyryl-4-oxothieno[2,3-b]pyridine). Isolated yield 6.7%. Reaction SMILES: C([O:5][CH2:6][C@@H:7]([CH3:51])[C:8]([NH:10][C:11]1[CH:16]=[CH:15][C:14]([C:17]2[S:40][C:20]3[N:21]([CH2:31][C:32]4[C:37]([F:38])=[CH:36][CH:35]=[CH:34][C:33]=4[F:39])[CH:22]=[C:23]([C:26](=[O:30])[CH:27]([CH3:29])[CH3:28])[C:24](=[O:25])[C:19]=3[C:18]=2[CH2:41][N:42]([CH2:44][C:45]2[CH:50]=[CH:49][CH:48]=[CH:47][CH:46]=2)[CH3:43])=[CH:13][CH:12]=1)=[O:9])(C)(C)C.FC(F)(F)C(O)=O>>[OH:5][CH2:6][C@@H:7]([CH3:51])[C:8]([NH:10][C:11]1[CH:12]=[CH:13][C:14]([C:17]2[S:40][C:20]3[N:21]([CH2:31][C:32]4[C:37]([F:38])=[CH:36][CH:35]=[CH:34][C:33]=4[F:39])[CH:22]=[C:23]([C:26](=[O:30])[CH:27]([CH3:28])[CH3:29])[C:24](=[O:25])[C:19]=3[C:18]=2[CH2:41][N:42]([CH2:44][C:45]2[CH:46]=[CH:47][CH:48]=[CH:49][CH:50]=2)[CH3:43])=[CH:15][CH:16]=1)=[O:9]. Reported procedure: The compound obtained in Example 9 (11.11 g) was dissolved trifluoroacetic acid (5 ml) under ice cooling conditions, and then after stirring for 1 hour, the solution was allowed to warm to room temperature and stirred for further 12 hours. The reaction mixture was concentrated to dryness under reduced pressure, and then the residue was dissolved in methanol (20 ml) and again cooled with ice, and then a 5 N solution of sodium hydroxide was added to reach pH 9.0. The reaction mixture was stirred f... The reactants are FCC=1N=NN(C1)CN1C(=O)C(=O)C2=CC(=CC=C12)S(=O)(=O)N1[C@@H](CCC1)COC1=C(C=C(C=C1)F)F ((S)-1-[4-(Fluoromethyl)-1H-[1,2,3]-triazol-1-yl]methyl-5-(2-(2,4-difluorophenoxymethyl)-pyrrolidine-1-sulfonyl)isatin), 5-[18F]fluoropent-1-yne, FCCCC#C (5-fluoropent-1-yne), FCC#C (3-fluoroprop-1-yne). The product is FCCCC=1N=NN(C1)CN1C(=O)C(=O)C2=CC(=CC=C12)S(=O)(=O)N1[C@@H](CCC1)COC1=C(C=C(C=C1)F)F ((S)-1-[4-(3-Fluoropropyl)-1H-[1,2,3]-triazol-1-yl]methyl-5-(2-(2,4-difluorophenoxymethyl)-pyrrolidine-1-sulfonyl)isatin). As a reaction SMILES: FCC1[N:4]=[N:5][N:6]([CH2:8][N:9]2[C:19]3[C:14](=[CH:15][C:16]([S:20]([N:23]4[CH2:27][CH2:26][CH2:25][C@H:24]4[CH2:28][O:29][C:30]4[CH:35]=[CH:34][C:33]([F:36])=[CH:32][C:31]=4[F:37])(=[O:22])=[O:21])=[CH:17][CH:18]=3)[C:12](=[O:13])[C:10]2=[O:11])C=1.[F:38][CH2:39][CH2:40][CH2:41][C:42]#[CH:43].FCC#C>>[F:38][CH2:39][CH2:40][CH2:41][C:42]1[N:4]=[N:5][N:6]([CH2:8][N:9]2[C:19]3[C:14](=[CH:15][C:16]([S:20]([N:23]4[CH2:27][CH2:26][CH2:25][C@H:24]4[CH2:28][O:29][C:30]4[CH:35]=[CH:34][C:33]([F:36])=[CH:32][C:31]=4[F:37])(=[O:22])=[O:21])=[CH:17][CH:18]=3)[C:12](=[O:13])[C:10]2=[O:11])[CH:43]=1. Procedure: is prepared according for the procedure for compound 6, with the exception that 5-fluoropent-1-yne is used in place of the (3-fluoroprop-1-yne). For the preparation of [18F]8, 5-[18F]fluoropent-1-yne is used in place of 3-fluoroprop-1-yne. The reactants are CO, [Na+], COC(=O)c1ccc(Cc2ccccc2OC2OC(CO)C(O)C(O)C2O)cc1, [OH-]. Product: O=C(O)c1ccc(Cc2ccccc2OC2OC(CO)C(O)C(O)C2O)cc1. Reaction SMILES: [CH3:32][OH:33].[Na+:31].[O:1]([CH:2]1[CH:3]([OH:4])[CH:5]([OH:6])[CH:7]([OH:8])[CH:9]([CH2:11][OH:12])[O:10]1)[c:13]1[c:14]([CH2:19][c:20]2[cH:21][cH:22][c:23]([C:26](=[O:27])[O:28][CH3:29])[cH:24][cH:25]2)[cH:15][cH:16][cH:17][cH:18]1.[OH-:30]>>[O:1]([CH:2]1[CH:3]([OH:4])[CH:5]([OH:6])[CH:7]([OH:8])[CH:9]([CH2:11][OH:12])[O:10]1)[c:13]1[c:14]([CH2:19][c:20]2[cH:21][cH:22][c:23]([C:26](=[O:27])[OH:28])[cH:24][cH:25]2)[cH:15][cH:16][cH:17][cH:18]1.